From a dataset of the Open Reaction Database (ORD), a public repository of structured organic reaction records. describe an organic reaction: reactants, conditions, products, and yield Reactants: COC(=O)C(CC1CCCCC1)N1CC(Oc2cccc(F)c2F)=CC1=O, [Li+], C1CCOC1, [OH-], O. Yields the product O=C(O)C(CC1CCCCC1)N1CC(Oc2cccc(F)c2F)=CC1=O. As a reaction SMILES: [CH3:1][O:2][C:3]([CH:4]([CH2:5][CH:6]1[CH2:7][CH2:8][CH2:9][CH2:10][CH2:11]1)[N:12]1[C:13](=[O:26])[CH:14]=[C:15]([O:17][c:18]2[c:19]([F:25])[c:20]([F:24])[cH:21][cH:22][cH:23]2)[CH2:16]1)=[O:27].[Li+:28].[O:31]1[CH2:32][CH2:33][CH2:34][CH2:35]1.[OH-:29].[OH2:30]>>[O:2]=[C:3]([CH:4]([CH2:5][CH:6]1[CH2:7][CH2:8][CH2:9][CH2:10][CH2:11]1)[N:12]1[C:13](=[O:26])[CH:14]=[C:15]([O:17][c:18]2[c:19]([F:25])[c:20]([F:24])[cH:21][cH:22][cH:23]2)[CH2:16]1)[OH:27]. Starting materials: ClCC(=O)NOCC (ethyl chloroacetohydroxamate), O1C(=CC=C1)/C(/C(=O)O)=N/O (Z-2-(fur-2-yl)-2-hydroxyimino acetic acid). Run in CS(=O)C (DMSO). Yields the product C(C)ONC(=O)CO\N=C(/C(=O)O)\C=1OC=CC1 (Z-2-Ethoxycarbamoylmethoxyimino-2-(fur-2-yl)acetic acid). The yield is 81.0%. As a reaction SMILES: Cl[CH2:2][C:3]([NH:5][O:6][CH2:7][CH3:8])=[O:4].[O:9]1[CH:13]=[CH:12][CH:11]=[C:10]1/[C:14](=[N:18]/[OH:19])/[C:15]([OH:17])=[O:16]>CS(C)=O>[CH2:7]([O:6][NH:5][C:3]([CH2:2][O:19]/[N:18]=[C:14](/[C:10]1[O:9][CH:13]=[CH:12][CH:11]=1)\[C:15]([OH:17])=[O:16])=[O:4])[CH3:8]. Reported procedure: This compound was prepared from ethyl chloroacetohydroxamate and Z-2-(fur-2-yl)-2-hydroxyimino acetic acid by the method described in Preparation 4, τ(DMSO d6) 2.15, 3.2, 3.39 (furyl), 5.48 (--OCH2CO--), 6.18 (--OCH2 --), 8.88 (--CH3). Yield 81%. Starting materials: formula 4, ice, [H-].[H-].[H-].[H-].[Li+].[Al+3] (LiAlH4), C1(CCCCCCC1)C1=CC=C(C=C1)C(=CC(=O)OCC)C (ethyl 3-(4′-cyclooctylphenyl)-but-2-enoate). Procedure: To an ice cooled slurry of LiAlH4 (2.9 g) in dry ether (200 ml) was added a solution of ethyl 3-(4′-cyclooctylphenyl)-but-2-enoate (3d, 10 g) in dry ether (50 ml) dropwise. The reaction mixture was stirred at 0° C. for 2 h. The reaction mixture was quenched with water (11 ml). A solution of 10% NaOH (10 ml) was added and ether layer was decanted. The precipitate was washed with ether and combined extracts were concentrated. The crude product was purified by column chromatography on silica gel to... Yield: 79.3%. RXN SMILES: [H-].[H-].[H-].[H-].[Li+].[Al+3].[CH:7]1([C:15]2[CH:20]=[CH:19][C:18]([C:21]([CH3:28])=[CH:22][C:23](OCC)=[O:24])=[CH:17][CH:16]=2)[CH2:14][CH2:13][CH2:12][CH2:11][CH2:10][CH2:9][CH2:8]1>CCOCC>[CH:7]1([C:15]2[CH:16]=[CH:17][C:18]([C:21]([CH3:28])=[CH:22][CH2:23][OH:24])=[CH:19][CH:20]=2)[CH2:8][CH2:9][CH2:10][CH2:11][CH2:12][CH2:13][CH2:14]1 |f:0.1.2.3.4.5|. Product: C1(CCCCCCC1)C1=CC=C(C=C1)C(=CCO)C (3-(4′-cyclooctylphenyl)-2-butenol). Run at temperature 0 celsius, time 2 hour. The solvent is CCOCC (ether), CCOCC (ether). The reactants are C(C(C)C)N([C@@H](CCCCN)C(=O)O)S(=O)(=O)C1=CC=C(C=C1)[N+](=O)[O-] (Nα-isobutyl-Nα-(4-nitrobenzenesulfonyl)-L-lysine), C(C1=CC=CC=C1)S(=O)(=O)Cl (benzylsulfonyl chloride). The product is C(C(C)C)N([C@@H](CCCCNS(=O)(=O)CC1=CC=CC=C1)C(=O)O)S(=O)(=O)C1=CC=C(C=C1)[N+](=O)[O-] (Nα-Isobutyl-Nα-(4-nitrobenzenesulfonyl)-Nε-benzylsulfonyl-L-lysine). Isolated yield 24.0%. Reaction SMILES: [CH2:1]([N:5]([S:15]([C:18]1[CH:23]=[CH:22][C:21]([N+:24]([O-:26])=[O:25])=[CH:20][CH:19]=1)(=[O:17])=[O:16])[C@H:6]([C:12]([OH:14])=[O:13])[CH2:7][CH2:8][CH2:9][CH2:10][NH2:11])[CH:2]([CH3:4])[CH3:3].[CH2:27]([S:34](Cl)(=[O:36])=[O:35])[C:28]1[CH:33]=[CH:32][CH:31]=[CH:30][CH:29]=1>>[CH2:1]([N:5]([S:15]([C:18]1[CH:23]=[CH:22][C:21]([N+:24]([O-:26])=[O:25])=[CH:20][CH:19]=1)(=[O:17])=[O:16])[C@H:6]([C:12]([OH:14])=[O:13])[CH2:7][CH2:8][CH2:9][CH2:10][NH:11][S:34]([CH2:27][C:28]1[CH:33]=[CH:32][CH:31]=[CH:30][CH:29]=1)(=[O:36])=[O:35])[CH:2]([CH3:4])[CH3:3]. Procedure details: Nα-isobutyl-Nα-(4-nitrobenzenesulfonyl)-L-lysine was reacted with benzylsulfonyl chloride under the conditions described in example 2 to yield 24% of the desired product. The reactants are BrC1=CC=C(C=C1)N (4-Bromo-phenylamine), N(=O)[O-].[Na+] (sodium nitrite), C(O)([O-])=O.[Na+] (sodium hydrogencarbonate), COC(CS)=O (mercaptoacetic acid methyl ester). Run in Cl (HCl), CO (methanol). Reaction conditions: temperature 0 celsius, time 30 minute. Product: COC(CSC1=CC=C(C=C1)Br)=O ((4-bromo-phenylsulfanyl)-acetic acid methyl ester). RXN SMILES: [Br:1][C:2]1[CH:7]=[CH:6][C:5](N)=[CH:4][CH:3]=1.N([O-])=O.[Na+].[CH3:13][O:14][C:15](=[O:18])[CH2:16][SH:17].C(=O)([O-])O.[Na+]>Cl.CO>[CH3:13][O:14][C:15](=[O:18])[CH2:16][S:17][C:5]1[CH:6]=[CH:7][C:2]([Br:1])=[CH:3][CH:4]=1 |f:1.2,4.5|. Procedure details: 4-Bromo-phenylamine (172 mg) was dissolved in 1M−HCl aqueous solution (2 ml), and sodium nitrite (82.8 mg) was added at 0° C. After stirring at 0° C. for 30 minutes, a methanol solution of mercaptoacetic acid methyl ester (127 mg) was added, and saturated sodium hydrogencarbonate aqueous solution was further added, to adjust the pH to 5. After stirring at room temperature for 1 hour, stirring was further carried out at 60° C. for 2 hours. This was extracted with ethyl acetate (10 ml×2), and the ...